Dataset: the Open Reaction Database (ORD), a public repository of structured organic reaction records. Task: describe an organic reaction: reactants, conditions, products, and yield Starting materials: BrC=1C=C(C=O)C=C(C1)Br (3,5-Dibromobenzaldehyde), [C@@H]1(CCCC2=CC=CC=C12)N ((1S)-1,2,3,4-tetrahydro-1-naphthalenylamine). Yields the product BrC=1C=C(CN[C@H]2CCCC3=CC=CC=C23)C=C(C1)Br (N-(3,5-dibromobenzyl)-N-[(1S)-1,2,3,4-tetrahydro-1-naphthalenyl]amine). As a reaction SMILES: [Br:1][C:2]1[CH:3]=[C:4]([CH:7]=[C:8]([Br:10])[CH:9]=1)[CH:5]=O.[C@@H:11]1([NH2:21])[C:20]2[C:15](=[CH:16][CH:17]=[CH:18][CH:19]=2)[CH2:14][CH2:13][CH2:12]1>>[Br:1][C:2]1[CH:3]=[C:4]([CH:7]=[C:8]([Br:10])[CH:9]=1)[CH2:5][NH:21][C@@H:11]1[C:20]2[C:15](=[CH:16][CH:17]=[CH:18][CH:19]=2)[CH2:14][CH2:13][CH2:12]1. Procedure: 3,5-Dibromobenzaldehyde and (1S)-1,2,3,4-tetrahydro-1-naphthalenylamine were processed as described in Example 1A to provide the title compound. Starting materials: O=C[C@H](O)[C@H](O)[C@@H](O)[C@@H](O)C (L-rhamnose), C(CCCCCCCCCCCCCCCCC)N (stearylamine). The solvent is CC(C)O (2-propanol), O (water). Reaction conditions: time 50 hour. The product is C(CCCCCCCCCCCCCCCCC)NC1[C@H](O)[C@H](O)[C@@H](O)[C@@H](O1)C (N-Octadecyl-L-rhamnopyranosylamine). As a reaction SMILES: O=[CH:2][C@@H:3]([C@@H:5]([C@H:7]([C@H:9]([CH3:11])[OH:10])[OH:8])[OH:6])[OH:4].[CH2:12]([NH2:30])[CH2:13][CH2:14][CH2:15][CH2:16][CH2:17][CH2:18][CH2:19][CH2:20][CH2:21][CH2:22][CH2:23][CH2:24][CH2:25][CH2:26][CH2:27][CH2:28][CH3:29]>CC(O)C.O>[CH2:12]([NH:30][CH:11]1[O:4][C@@H:3]([CH3:2])[C@H:5]([OH:6])[C@@H:7]([OH:8])[C@H:9]1[OH:10])[CH2:13][CH2:14][CH2:15][CH2:16][CH2:17][CH2:18][CH2:19][CH2:20][CH2:21][CH2:22][CH2:23][CH2:24][CH2:25][CH2:26][CH2:27][CH2:28][CH3:29]. Procedure details: 9 g of L-rhamnose and 13.5 g of stearylamine in 100 ml of 2-propanol and 50 ml of water are stirred at 50° C. until a clear solution has resulted. After 50 hours at room temperature, the crystals are filtered off with suction, washed with ethanol and ether and dried in vacuo. Reactants: [Br-], BrCc1ccccc1, O=c1[nH]ncc(Br)c1Br, O=C([O-])[O-], CN(C)C=O, [K+], [K+], [K+]. Yields the product O=c1c(Br)c(Br)cnn1Cc1ccccc1. RXN SMILES: [Br-:24].[Br:1][CH2:2][c:3]1[cH:4][cH:5][cH:6][cH:7][cH:8]1.[Br:9][c:10]1[c:11](=[O:17])[nH:12][n:13][cH:14][c:15]1[Br:16].[C:18](=[O:19])([O-:20])[O-:21].[CH3:26][N:27]([CH3:28])[CH:29]=[O:30].[K+:22].[K+:23].[K+:25]>>[CH2:2]([c:3]1[cH:4][cH:5][cH:6][cH:7][cH:8]1)[n:12]1[c:11](=[O:17])[c:10]([Br:9])[c:15]([Br:16])[cH:14][n:13]1. Reactants: CCOC(=O)Cn1c(C)c(Cc2cccnc2S(=O)(=O)c2ccccc2)c2cc(F)ccc21, C1CCOC1, [K+], [OH-], O. Yields the product Cc1c(Cc2cccnc2S(=O)(=O)c2ccccc2)c2cc(F)ccc2n1CC(=O)O. RXN SMILES: [CH2:1]([CH3:2])[O:3][C:4]([CH2:5][n:6]1[c:7]([CH3:32])[c:8]([CH2:16][c:17]2[c:18]([S:23](=[O:24])(=[O:25])[c:26]3[cH:27][cH:28][cH:29][cH:30][cH:31]3)[n:19][cH:20][cH:21][cH:22]2)[c:9]2[cH:10][c:11]([F:15])[cH:12][cH:13][c:14]12)=[O:33].[CH2:36]1[O:37][CH2:38][CH2:39][CH2:40]1.[K+:35].[OH-:34].[OH2:41]>>[O:3]=[C:4]([CH2:5][n:6]1[c:7]([CH3:32])[c:8]([CH2:16][c:17]2[c:18]([S:23](=[O:24])(=[O:25])[c:26]3[cH:27][cH:28][cH:29][cH:30][cH:31]3)[n:19][cH:20][cH:21][cH:22]2)[c:9]2[cH:10][c:11]([F:15])[cH:12][cH:13][c:14]12)[OH:33]. Reactants: C1(=CC=CC=C1)CCCC1OC1 (2-(3-phenylpropyl)oxirane), C1(=CC=CC=C1)P(C1=CC=CC=C1)(C1=CC=CC=C1)=S (triphenylphosphine sulphide), FC(C(=O)O)(F)F (trifluoroacetic acid). Solvent: C1(=CC=CC=C1)C (toluene). Reaction conditions: time 1 hour. Yields the product C1(=CC=CC=C1)CCCC1SC1 (2-(3-Phenylpropyl)thiirane). Reaction SMILES: [C:1]1([CH2:7][CH2:8][CH2:9][CH:10]2[CH2:12]O2)[CH:6]=[CH:5][CH:4]=[CH:3][CH:2]=1.C1(P(=[S:32])(C2C=CC=CC=2)C2C=CC=CC=2)C=CC=CC=1.FC(F)(F)C(O)=O>C1(C)C=CC=CC=1>[C:1]1([CH2:7][CH2:8][CH2:9][CH:10]2[CH2:12][S:32]2)[CH:6]=[CH:5][CH:4]=[CH:3][CH:2]=1. Procedure details: To a stirred solution of 2-(3-phenylpropyl)oxirane (Example 35b) (2.0 g, 0.0123 mol) and triphenylphosphine sulphide (3.62 g, 0.0123 mol) in toluene (20 ml), trifluoroacetic acid (1.40 g, 0.0123 mol) was added over 5 min. After stirring for 1 hour at room temperature, the reaction mixture was washed with water, sodium hydrogen carbonate solution and again with water. After drying (MgSO4) and removal of solvent at reduced pressure, the product contaminated with triphenylphosphine oxide was isolat... Reactants: O[C@@](C#CC=1C=CC2=C(C=3N(CCO2)C(=C(N3)C(=O)N)C(=O)NC3CCOCC3)C1)(C)C1=NOC(=C1)C ((R)-10-(3-hydroxy-3-(5-methylisoxazol-3-yl)but-1-yn-1-yl)-N3-(tetrahydro-2H-pyran-4-yl)-5,6-dihydrobenzo[f]imidazo[1,2-d][1,4]oxazepine-2,3-dicarboxamide), FC=1C=C(CN)C=CC1 (3-fluorobenzylamine), solid. The product is FC=1C=C(CNC(=O)C2=C(N=C3N2CCOC2=C3C=C(C=C2)C#C[C@](C)(C2=NOC(=C2)C)O)C(=O)N)C=CC1 ((R)—N3-(3-fluorobenzyl)-10-(3-hydroxy-3-(5-methylisoxazol-3-yl)but-1-yn-1-yl)-5,6-dihydrobenzo[f]imidazo[1,2-d][1,4]oxazepine-2,3-dicarboxamide). RXN SMILES: [OH:1][C@:2]([C:32]1[CH:36]=[C:35]([CH3:37])[O:34][N:33]=1)([CH3:31])[C:3]#[C:4][C:5]1[CH:6]=[CH:7][C:8]2[O:14][CH2:13][CH2:12][N:11]3[C:15]([C:21]([NH:23]C4CCOCC4)=[O:22])=[C:16]([C:18]([NH2:20])=[O:19])[N:17]=[C:10]3[C:9]=2[CH:30]=1.[F:38][C:39]1[CH:40]=[C:41]([CH:44]=[CH:45][CH:46]=1)[CH2:42]N>>[F:38][C:39]1[CH:40]=[C:41]([CH:44]=[CH:45][CH:46]=1)[CH2:42][NH:20][C:18]([C:16]1[N:17]2[CH2:12][CH2:13][O:14][C:8]3[CH:7]=[CH:6][C:5]([C:4]#[C:3][C@@:2]([OH:1])([C:32]4[CH:36]=[C:35]([CH3:37])[O:34][N:33]=4)[CH3:31])=[CH:30][C:9]=3[C:10]2=[N:11][C:15]=1[C:21]([NH2:23])=[O:22])=[O:19]. Procedure: Prepared as described for (R)-10-(3-hydroxy-3-(5-methylisoxazol-3-yl)but-1-yn-1-yl)-N3-(tetrahydro-2H-pyran-4-yl)-5,6-dihydrobenzo[f]imidazo[1,2-d][1,4]oxazepine-2,3-dicarboxamide replacing oxan-4-amine hydrochloride with 3-fluorobenzylamine. off-white solid (45.4 mg, 5%). The reactants are [Br-], [Mg+]CCc1ccccc1, C1CCOC1, CN1CCCC1=O, COC(=O)c1ccc(OS(=O)(=O)C(F)(F)F)cc1, Cl, O. Yields the product COC(=O)c1ccc(CCc2ccccc2)cc1. Reaction SMILES: [Br-:26].[CH2:27]([CH2:28][c:29]1[cH:30][cH:31][cH:32][cH:33][cH:34]1)[Mg+:35].[CH2:38]1[O:39][CH2:40][CH2:41][CH2:42]1.[CH3:19][N:20]1[CH2:21][CH2:22][CH2:23][C:24]1=[O:25].[CH3:1][O:2][C:3]([c:4]1[cH:5][cH:6][c:7]([O:10][S:11]([C:12]([F:13])([F:14])[F:15])(=[O:16])=[O:17])[cH:8][cH:9]1)=[O:18].[ClH:36].[OH2:37]>>[CH3:1][O:2][C:3]([c:4]1[cH:5][cH:6][c:7]([CH2:27][CH2:28][c:29]2[cH:30][cH:31][cH:32][cH:33][cH:34]2)[cH:8][cH:9]1)=[O:18].